Dataset: the Open Reaction Database (ORD), a public repository of structured organic reaction records. Task: describe an organic reaction: reactants, conditions, products, and yield The reactants are O1CC(CC1)C(=O)O (tetrahydro-3-furoic acid), N[C@@H](C)C(=O)N1C2=C(C3=C(C(C1=O)C)C=CC=C3)C(=CC=C2)N (5-(L-alaninyl)-amino-7-methyl-5,7-dihydro-6H-dibenz[b,d]azepin-6-one). The product is O1CC(CC1)C(=O)N[C@@H](C)C(=O)N1C2=C(C3=C(C(C1=O)C)C=CC=C3)C(=CC=C2)N (5-{N′-(Tetrahydro-3-furoyl)-L-alaninyl}-amino-7-methyl-5,7-dihydro-6H-dibenz[b,d]azepin-6-one). Reaction SMILES: [O:1]1[CH2:5][CH2:4][CH:3]([C:6]([OH:8])=O)[CH2:2]1.[NH2:9][C@H:10]([C:12]([N:14]1[C:20](=[O:21])[CH:19]([CH3:22])[C:18]2[CH:23]=[CH:24][CH:25]=[CH:26][C:17]=2[C:16]2[C:27]([NH2:31])=[CH:28][CH:29]=[CH:30][C:15]1=2)=[O:13])[CH3:11]>>[O:1]1[CH2:5][CH2:4][CH:3]([C:6]([NH:9][C@H:10]([C:12]([N:14]2[C:20](=[O:21])[CH:19]([CH3:22])[C:18]3[CH:23]=[CH:24][CH:25]=[CH:26][C:17]=3[C:16]3[C:27]([NH2:31])=[CH:28][CH:29]=[CH:30][C:15]2=3)=[O:13])[CH3:11])=[O:8])[CH2:2]1. Procedure details: Following General Procedure C-P above using tetrahydro-3-furoic acid and 5-(L-alaninyl)-amino-7-methyl-5,7-dihydro-6H-dibenz[b,d]azepin-6-one, as described in Example 7-B, the title compound was prepared. The molecular weight as determined by mass spectrometry (FD) was: 408 (M+H). Starting materials: C(C)C1=C(N=C(O1)C1=CC(=CC=C1)OC)CO[C@@H]1C[C@@H](CCC1)COC(C(=O)OC(C)(C)C)(C)C (tert-butyl 2-{(1R,3S)-3-[5-ethyl-2-(3-methoxyphenyl)oxazol-4-ylmethoxy]-cyclohexylmethoxy}-2-methylpropionate). Solvent: FC(C(=O)O)(F)F (trifluoroacetic acid). Product: C(C)C1=C(N=C(O1)C1=CC(=CC=C1)OC)CO[C@@H]1C[C@@H](CCC1)COC(C(=O)O)(C)C (2-{(1R,3S)-3-[5-ethyl-2-(3-methoxyphenyl)oxazol-4-ylmethoxy]cyclohexylmethoxy}-2-methylpropionic acid). Reaction SMILES: [CH2:1]([C:3]1[O:7][C:6]([C:8]2[CH:13]=[CH:12][CH:11]=[C:10]([O:14][CH3:15])[CH:9]=2)=[N:5][C:4]=1[CH2:16][O:17][C@H:18]1[CH2:23][CH2:22][CH2:21][C@@H:20]([CH2:24][O:25][C:26]([CH3:35])([CH3:34])[C:27]([O:29]C(C)(C)C)=[O:28])[CH2:19]1)[CH3:2]>FC(F)(F)C(O)=O>[CH2:1]([C:3]1[O:7][C:6]([C:8]2[CH:13]=[CH:12][CH:11]=[C:10]([O:14][CH3:15])[CH:9]=2)=[N:5][C:4]=1[CH2:16][O:17][C@H:18]1[CH2:23][CH2:22][CH2:21][C@@H:20]([CH2:24][O:25][C:26]([CH3:34])([CH3:35])[C:27]([OH:29])=[O:28])[CH2:19]1)[CH3:2]. Procedure: 300 mg of tert-butyl 2-{(1R,3S)-3-[5-ethyl-2-(3-methoxyphenyl)oxazol-4-ylmethoxy]-cyclohexylmethoxy}-2-methylpropionate are left to stand in 1 ml of trifluoroacetic acid at RT overnight. The solution is completely evaporated, water is added to the residue, and the pH is adjusted to 3 with sodium bicarbonate solution. The solution is extracted with ethyl acetate, and the organic phase is washed twice with water, dried over magnesium sulfate and concentrated. The residue is chromatographed on sili... The reactants are CCOC(C)=O, CCCc1cc(C(=O)OCC)[nH]n1, CCCCCC, O=C(CCl)N1CCN(c2ccc(F)cc2)CC1, [K+], [K+], O=C([O-])[O-], CN(C)C=O. The product is CCCc1cc(C(=O)OCC)nn1CC(=O)N1CCN(c2ccc(F)cc2)CC1. As a reaction SMILES: [C:42]([O:43][CH2:44][CH3:45])(=[O:46])[CH3:47].[CH2:1]([CH3:2])[O:3][C:4](=[O:5])[c:6]1[nH:7][n:8][c:9]([CH2:11][CH2:12][CH3:13])[cH:10]1.[CH3:48][CH2:49][CH2:50][CH2:51][CH2:52][CH3:53].[Cl:20][CH2:21][C:22](=[O:23])[N:24]1[CH2:25][CH2:26][N:27]([c:30]2[cH:31][cH:32][c:33]([F:36])[cH:34][cH:35]2)[CH2:28][CH2:29]1.[K+:14].[K+:15].[O-:16][C:17]([O-:18])=[O:19].[O:37]=[CH:38][N:39]([CH3:40])[CH3:41]>>[CH2:1]([CH3:2])[O:3][C:4](=[O:5])[c:6]1[n:7][n:8]([CH2:21][C:22](=[O:23])[N:24]2[CH2:25][CH2:26][N:27]([c:30]3[cH:31][cH:32][c:33]([F:36])[cH:34][cH:35]3)[CH2:28][CH2:29]2)[c:9]([CH2:11][CH2:12][CH3:13])[cH:10]1.